From a dataset of the Open Reaction Database (ORD), a public repository of structured organic reaction records. describe an organic reaction: reactants, conditions, products, and yield Starting materials: [N+](=O)([O-])C=1C=C(CNC=2C=C(C=CC2)NC(OC(C)(C)C)=O)C=CC1 (tert-Butyl {3-[(3-nitrobenzyl)amino]phenyl}carbamate), Cl (hydrogen chloride). Solvent: O1CCOCC1 (1,4-dioxane). Conditions: time 1 hour. Product: Cl.Cl.[N+](=O)([O-])C=1C=C(CNC2=CC(=CC=C2)N)C=CC1 (N-(3-Nitrobenzyl)benzene-1,3-diamine dihydrochloride). The yield is 96.0%. As a reaction SMILES: [N+:1]([C:4]1[CH:5]=[C:6]([CH:23]=[CH:24][CH:25]=1)[CH2:7][NH:8][C:9]1[CH:10]=[C:11]([NH:15]C(=O)OC(C)(C)C)[CH:12]=[CH:13][CH:14]=1)([O-:3])=[O:2].[ClH:26]>O1CCOCC1>[ClH:26].[ClH:26].[N+:1]([C:4]1[CH:5]=[C:6]([CH:23]=[CH:24][CH:25]=1)[CH2:7][NH:8][C:9]1[CH:14]=[CH:13][CH:12]=[C:11]([NH2:15])[CH:10]=1)([O-:3])=[O:2] |f:3.4.5|. Procedure: tert-Butyl {3-[(3-nitrobenzyl)amino]phenyl}carbamate (7.15 g, 0.021 mol) was mixed with 4 M of hydrogen chloride in 1,4-dioxane (68.3 mL) and stirred at rt for 1 hour and concentrated to give the desired product (6.32 g, 96%) as an off-white powder. LCMS for C13H14N3O2 (M+H)+: m/z=244.1.